This data is from the Open Reaction Database (ORD), a public repository of structured organic reaction records. The task is: describe an organic reaction: reactants, conditions, products, and yield RXN SMILES: [CH3:34][C:35]1([CH3:36])[C:37]([CH3:38])([CH3:39])[O:40][B:41]([c:42]2[cH:43][n:44][c:45]([NH2:46])[n:47][cH:48]2)[O:49]1.[Cl:1][c:2]1[n:3][c:4]([N:5]2[CH2:6][CH2:7][O:8][CH2:9][CH2:10]2)[c:11]2[s:12][c:13]([CH2:14][N:15]3[CH2:16][CH2:17][N:18]([C:19](=[O:20])[CH2:21][O:22][CH:23]4[CH2:24][CH2:25][CH2:26][CH2:27][O:28]4)[CH2:29][CH2:30]3)[cH:31][c:32]2[n:33]1.[NH2:50][c:51]1[n:52][cH:53][c:54](-[c:57]2[n:58][c:59]([N:83]3[CH2:84][CH2:85][O:86][CH2:87][CH2:88]3)[c:60]3[c:61]([n:62]2)[cH:63][c:64]([CH2:66][N:67]2[CH2:68][CH2:69][N:70]([C:73]([CH2:74][O:75][CH:76]4[CH2:77][CH2:78][CH2:79][CH2:80][O:81]4)=[O:82])[CH2:71][CH2:72]2)[s:65]3)[cH:55][n:56]1>>[NH2:50][c:51]1[n:52][cH:53][c:54](-[c:57]2[n:58][c:59]([N:83]3[CH2:84][CH2:85][O:86][CH2:87][CH2:88]3)[c:60]3[c:61]([n:62]2)[cH:63][c:64]([CH2:66][N:67]2[CH2:68][CH2:69][N:70]([C:73]([CH2:74][OH:75])=[O:82])[CH2:71][CH2:72]2)[s:65]3)[cH:55][n:56]1. Reactants: CC1(C)OB(c2cnc(N)nc2)OC1(C)C, O=C(COC1CCCCO1)N1CCN(Cc2cc3nc(Cl)nc(N4CCOCC4)c3s2)CC1, Nc1ncc(-c2nc(N3CCOCC3)c3sc(CN4CCN(C(=O)COC5CCCCO5)CC4)cc3n2)cn1. Yields the product Nc1ncc(-c2nc(N3CCOCC3)c3sc(CN4CCN(C(=O)CO)CC4)cc3n2)cn1. Reactants: FC1=C(C=CC(=C1)B1OC(C(O1)(C)C)(C)C)C=1N=CC(=NC1)N (5-(2-fluoro-4-(4,4,5,5-tetramethyl-1,3,2-dioxaborolan-2-yl)phenyl)pyrazin-2-amine), BrC1=C(C=CC=C1)Cl (2-bromochlorobenzene). Yields the product ClC1=C(C=CC=C1)C1=CC(=C(C=C1)C=1N=CC(=NC1)N)F (5-(2′-Chloro-3-fluorobiphenyl-4-yl)pyrazin-2-amine). Reaction SMILES: [F:1][C:2]1[CH:7]=[C:6](B2OC(C)(C)C(C)(C)O2)[CH:5]=[CH:4][C:3]=1[C:17]1[N:18]=[CH:19][C:20]([NH2:23])=[N:21][CH:22]=1.Br[C:25]1[CH:30]=[CH:29][CH:28]=[CH:27][C:26]=1[Cl:31]>>[Cl:31][C:26]1[CH:27]=[CH:28][CH:29]=[CH:30][C:25]=1[C:6]1[CH:5]=[CH:4][C:3]([C:17]2[N:18]=[CH:19][C:20]([NH2:23])=[N:21][CH:22]=2)=[C:2]([F:1])[CH:7]=1. Procedure details: The title compound was prepared using analogous conditions to those described in Example 1 utilizing 5-(2-fluoro-4-(4,4,5,5-tetramethyl-1,3,2-dioxaborolan-2-yl)phenyl)pyrazin-2-amine and 2-bromochlorobenzene. MS (ESI): mass calcd. for C16H11ClFN3, 299.06; m/z found, 300.1 [M+H]+. 1H NMR (600 MHz, CDCl3) δ 8.60 (s, 1H), 8.12 (s, 1H), 7.98 (m, 1H), 7.54-7.44 (m, 1H), 7.41-7.23 (m, 5H), 4.68 (s, 2H). The reactants are NC1=C(C(=O)N)C=C(C=C1)OC1=C(C=C(C=C1)F)F (2-Amino-5-(2,4-difluoro-phenoxy)-benzamide), NC(=O)N (urea), O (water). Run in CN1CCCC1=O (NMP). Conditions: time 1 hour. The product is FC1=C(OC=2C=C3C(NC(NC3=CC2)=O)=O)C=CC(=C1)F (6-(2,4-Difluoro-phenoxy)-1H-quinazoline-2,4-dione). Yield: 86.9%. Reaction SMILES: [NH2:1][C:2]1[CH:10]=[CH:9][C:8]([O:11][C:12]2[CH:17]=[CH:16][C:15]([F:18])=[CH:14][C:13]=2[F:19])=[CH:7][C:3]=1[C:4]([NH2:6])=[O:5].N[C:21](N)=[O:22].O>CN1C(=O)CCC1>[F:19][C:13]1[CH:14]=[C:15]([F:18])[CH:16]=[CH:17][C:12]=1[O:11][C:8]1[CH:7]=[C:3]2[C:2](=[CH:10][CH:9]=1)[NH:1][C:21](=[O:22])[NH:6][C:4]2=[O:5]. Reported procedure: Compound (1D) (23 g, 0.09 mol) and urea (25.42 g, 0.41 mol) in NMP (150 mL) were heated to 170° C. for 18 h. After cooling to room temperature, the reaction mixture was poured into water (200 mL) and stirred for 1 h. The precipitate was filtered, washed with water, and dried to afford 22.7 g of 6-(2,4-difluoro-phenoxy)-1H-quinazoline-2,4-dione (1E).